From a dataset of the Open Reaction Database (ORD), a public repository of structured organic reaction records. describe an organic reaction: reactants, conditions, products, and yield The reactants are BrC=1C=NC(=NC1)N([C@@H]1CC[C@H](CC1)CCCOS(=O)(=O)C)C (trans-Methanesulfonic acid 3-{4-[(5-bromo-pyrimidin-2-yl)-methyl-amino]-cyclohexyl}-propyl ester), CNC (Dimethylamine), CNC (Dimethylamine). Run in CO (methanol). The product is BrC=1C=NC(=NC1)N(C)[C@@H]1CC[C@H](CC1)CCCN(C)C (trans-(5-Bromo-pyrimidin-2-yl)-[4-(3-dimethylamino-propyl)-cyclohexyl]-methyl-amine). Yield: 88.4%. RXN SMILES: [Br:1][C:2]1[CH:3]=[N:4][C:5]([N:8]([CH3:23])[C@H:9]2[CH2:14][CH2:13][C@H:12]([CH2:15][CH2:16][CH2:17]OS(C)(=O)=O)[CH2:11][CH2:10]2)=[N:6][CH:7]=1.[CH3:24][NH:25][CH3:26]>CO>[Br:1][C:2]1[CH:3]=[N:4][C:5]([N:8]([C@H:9]2[CH2:14][CH2:13][C@H:12]([CH2:15][CH2:16][CH2:17][N:25]([CH3:26])[CH3:24])[CH2:11][CH2:10]2)[CH3:23])=[N:6][CH:7]=1. Reported procedure: A solution of 209 mg (corresponding to 0.50 mmol) of crude trans-Methanesulfonic acid 3-{4-[(5-bromo-pyrimidin-2-yl)-methyl-amino]-cyclohexyl}-propyl ester in 5 ml of methanol was treated with 0.89 ml (5 mmol) Dimethylamine (33% in EtOH, 5.6M) and stirred over night at RT. After the addition of 0.45 ml (2.5 mmol) Dimethylamine (33% in EtOH, 5.6M), the reaction was stirred for 66 h, then heated at 70° C. for 2 h, cooled, evaporated and the residue extracted with aqueous saturated NaHCO3/Et2O (3×)...